describe an organic reaction: reactants, conditions, products, and yield From a dataset of the Open Reaction Database (ORD), a public repository of structured organic reaction records. Starting materials: BrB(Br)Br, CCOC(C)=O, ClCCl, COc1ccc2c(C(=O)Nc3ccc(F)c(C(F)(F)F)c3)nsc2c1, O. Reaction SMILES: [B:26]([Br:27])([Br:28])[Br:29].[CH3:31][CH2:32][O:33][C:34]([CH3:35])=[O:36].[Cl:37][CH2:38][Cl:39].[F:1][c:2]1[c:3]([C:22]([F:23])([F:24])[F:25])[cH:4][c:5]([NH:8][C:9](=[O:10])[c:11]2[n:12][s:13][c:14]3[c:15]2[cH:16][cH:17][c:18]([O:20][CH3:21])[cH:19]3)[cH:6][cH:7]1.[OH2:30]>>[F:1][c:2]1[c:3]([C:22]([F:23])([F:24])[F:25])[cH:4][c:5]([NH:8][C:9](=[O:10])[c:11]2[n:12][s:13][c:14]3[c:15]2[cH:16][cH:17][c:18]([OH:20])[cH:19]3)[cH:6][cH:7]1. Yields the product O=C(Nc1ccc(F)c(C(F)(F)F)c1)c1nsc2cc(O)ccc12. Reactants: CC(=O)O, CCOC(=O)CC(=O)C(C)C, O=N[O-], [Na+], O. Product: CCOC(=O)C(=NO)C(=O)C(C)C. RXN SMILES: [CH3:16][C:17](=[O:18])[OH:19].[CH3:1][CH:2]([C:3]([CH2:4][C:5](=[O:6])[O:7][CH2:8][CH3:9])=[O:10])[CH3:11].[N:12](=[O:13])[O-:14].[Na+:15].[OH2:20]>>[CH3:1][CH:2]([C:3]([C:4]([C:5](=[O:6])[O:7][CH2:8][CH3:9])=[N:12][OH:13])=[O:10])[CH3:11]. The reactants are COC(OC)=O (dimethylcarbonate), Cl (hydrochloric acid), NC1=NC(=NC(=N1)OC)OC (2-Amino-4,6-dimethoxy-1,3,5-triazine), [H-].[Na+] (sodium hydride). The solvent is O1CCCC1 (tetrahydrofuran), O1CCCC1 (tetrahydrofuran). Conditions: time 1.25 hour. Yields the product COC1=NC(=NC(=N1)OC)NC(OC)=O (Methyl (4,6-dimethoxy-1,3,5-triazin-2-yl)carbamate). The yield is 57.9%. Reaction SMILES: [NH2:1][C:2]1[N:7]=[C:6]([O:8][CH3:9])[N:5]=[C:4]([O:10][CH3:11])[N:3]=1.[H-].[Na+].[CH3:14][O:15][C:16](=O)[O:17]C.Cl>O1CCCC1>[CH3:9][O:8][C:6]1[N:5]=[C:4]([O:10][CH3:11])[N:3]=[C:2]([NH:1][C:16](=[O:17])[O:15][CH3:14])[N:7]=1 |f:1.2|. Procedure details: 2-Amino-4,6-dimethoxy-1,3,5-triazine (55.3 g) was added portionwise to 50% sodium hydride (38.0 g) in 1000 ml dry tetrahydrofuran at ambient temperature under nitrogen. After the reaction mixture was stirred for 1.25 hours, dimethylcarbonate (50.0 g) was added dropwise. The reaction mixture was stirred 16 hours at ambient temperature under nitrogen and concentrated hydrochloric acid (68 ml) was slowly added followed by 100 ml tetrahydrofuran. Insoluble material was removed via filtration and dis... Reactants: [BH4-], CCO, [Na+], O=Cc1cc2cccnc2s1. Yields the product OCc1cc2cccnc2s1. RXN SMILES: [BH4-:12].[CH3:14][CH2:15][OH:16].[Na+:13].[s:1]1[c:2]([CH:10]=[O:11])[cH:3][c:4]2[c:5]1[n:6][cH:7][cH:8][cH:9]2>>[s:1]1[c:2]([CH2:10][OH:11])[cH:3][c:4]2[c:5]1[n:6][cH:7][cH:8][cH:9]2. The reactants are CC1(C)C(C=C2CCC2)C1C(=O)O, CC(C)O, [Cl-]. The product is CC(C)OC(=O)C1C(C=C2CCC2)C1(C)C. RXN SMILES: [CH3:2][C:3]1([CH3:14])[CH:4]([C:11](=[O:12])[OH:13])[CH:5]1[CH:6]=[C:7]1[CH2:8][CH2:9][CH2:10]1.[CH:15]([CH3:16])([CH3:17])[OH:18].[Cl-:1]>>[CH3:2][C:3]1([CH3:14])[CH:4]([C:11](=[O:12])[O:13][CH:15]([CH3:16])[CH3:17])[CH:5]1[CH:6]=[C:7]1[CH2:8][CH2:9][CH2:10]1. Starting materials: CS(C)=O, [Cl-], ClCCN1CCN(CCCN2c3ccccc3Sc3ccc(Cl)cc32)CC1, [Na+], [OH-], O, CC(C)NCC(O)COc1ccc(O)cc1. Product: CC(C)NCC(O)COc1ccc(OCCN2CCN(CCCN3c4ccccc4Sc4ccc(Cl)cc43)CC2)cc1. RXN SMILES: [CH3:45][S:46]([CH3:47])=[O:48].[Cl-:1].[Cl:2][c:3]1[cH:4][c:5]2[c:14]([cH:15][cH:16]1)[S:13][c:12]1[c:7]([cH:8][cH:9][cH:10][cH:11]1)[N:6]2[CH2:17][CH2:18][CH2:19][N:20]1[CH2:21][CH2:22][N:23]([CH2:26][CH2:27][Cl:28])[CH2:24][CH2:25]1.[Na+:51].[OH-:50].[OH2:49].[OH:29][c:30]1[cH:31][cH:32][c:33]([O:34][CH2:35][CH:36]([CH2:37][NH:38][CH:39]([CH3:40])[CH3:41])[OH:42])[cH:43][cH:44]1>>[Cl:2][c:3]1[cH:4][c:5]2[c:14]([cH:15][cH:16]1)[S:13][c:12]1[c:7]([cH:8][cH:9][cH:10][cH:11]1)[N:6]2[CH2:17][CH2:18][CH2:19][N:20]1[CH2:21][CH2:22][N:23]([CH2:26][CH2:27][O:29][c:30]2[cH:31][cH:32][c:33]([O:34][CH2:35][CH:36]([CH2:37][NH:38][CH:39]([CH3:40])[CH3:41])[OH:42])[cH:43][cH:44]2)[CH2:24][CH2:25]1. Starting materials: CN(C)C=O, CCOC(C)=O, O=C(Cl)C(=O)Cl, ClCCCl, Nc1ccc(Oc2ccnc(NC(=O)N3CCC(N4CCCC4)CC3)c2)c(F)c1, NC(=O)Cc1ccccc1. The product is O=C(Cc1ccccc1)NC(=O)Nc1ccc(Oc2ccnc(NC(=O)N3CCC(N4CCCC4)CC3)c2)c(F)c1. Reaction SMILES: [CH3:50][N:51]([CH3:52])[CH:53]=[O:54].[CH3:55][CH2:56][O:57][C:58](=[O:59])[CH3:60].[Cl:11][C:12](=[O:13])[C:14]([Cl:15])=[O:16].[Cl:46][CH2:47][CH2:48][Cl:49].[NH2:17][c:18]1[cH:19][c:20]([F:45])[c:21]([O:22][c:23]2[cH:24][c:25]([NH:29][C:30](=[O:31])[N:32]3[CH2:33][CH2:34][CH:35]([N:38]4[CH2:39][CH2:40][CH2:41][CH2:42]4)[CH2:36][CH2:37]3)[n:26][cH:27][cH:28]2)[cH:43][cH:44]1.[NH2:1][C:2](=[O:3])[CH2:4][c:5]1[cH:6][cH:7][cH:8][cH:9][cH:10]1>>[NH:1]([C:2](=[O:3])[CH2:4][c:5]1[cH:6][cH:7][cH:8][cH:9][cH:10]1)[C:12](=[O:13])[NH:17][c:18]1[cH:19][c:20]([F:45])[c:21]([O:22][c:23]2[cH:24][c:25]([NH:29][C:30](=[O:31])[N:32]3[CH2:33][CH2:34][CH:35]([N:38]4[CH2:39][CH2:40][CH2:41][CH2:42]4)[CH2:36][CH2:37]3)[n:26][cH:27][cH:28]2)[cH:43][cH:44]1. Starting materials: Cc1cc(COc2ccc(N)cc2)c2ccccc2n1, CC1(CC(=O)O)NC(=O)NC1=O, O=C1CNC(=O)N1. Yields the product Cc1cc(COc2ccc(NC(=O)CC3(C)NC(=O)NC3=O)cc2)c2ccccc2n1. RXN SMILES: [CH3:13][c:14]1[n:15][c:16]2[cH:17][cH:18][cH:19][cH:20][c:21]2[c:22]([CH2:24][O:25][c:26]2[cH:27][cH:28][c:29]([NH2:30])[cH:31][cH:32]2)[cH:23]1.[CH3:1][C:2]1([CH2:9][C:10](=[O:11])[OH:12])[C:3](=[O:8])[NH:4][C:5](=[O:7])[NH:6]1.[O:33]=[C:34]1[NH:35][C:36](=[O:37])[NH:38][CH2:39]1>>[CH3:1][C:2]1([CH2:9][C:10](=[O:12])[NH:30][c:29]2[cH:28][cH:27][c:26]([O:25][CH2:24][c:22]3[c:21]4[c:16]([n:15][c:14]([CH3:13])[cH:23]3)[cH:17][cH:18][cH:19][cH:20]4)[cH:32][cH:31]2)[C:3](=[O:8])[NH:4][C:5](=[O:7])[NH:6]1. The reactants are C[Mg]Br (methylmagnesium bromide), ClC=1C(=NC=C(C1)C(F)(F)F)C1(CC1)C=NS(=O)C(C)(C)C (2-methyl-propane-2-sulfinic acid 1-[1-(3-chloro-5-trifluoromethyl-pyridin-2-yl)-cyclopropyl]-methylideneamide), [Cl-].[NH4+] (ammonium chloride). The solvent is ClCCl (dichloromethane). Run at temperature -48 celsius, time 18 hour. Product: ClC=1C(=NC=C(C1)C(F)(F)F)C1(CC1)C(C)N (1-[1-(3-chloro-5-trifluoromethyl-pyridin-2-yl)-cyclopropyl]-ethylamine). RXN SMILES: [Cl:1][C:2]1[C:3]([C:12]2([CH:15]=[N:16]S(C(C)(C)C)=O)[CH2:14][CH2:13]2)=[N:4][CH:5]=[C:6]([C:8]([F:11])([F:10])[F:9])[CH:7]=1.[CH3:23][Mg]Br.[Cl-].[NH4+]>ClCCl>[Cl:1][C:2]1[C:3]([C:12]2([CH:15]([NH2:16])[CH3:23])[CH2:13][CH2:14]2)=[N:4][CH:5]=[C:6]([C:8]([F:9])([F:10])[F:11])[CH:7]=1 |f:2.3|. Reported procedure: 412 mg of 2-methyl-propane-2-sulfinic acid 1-[1-(3-chloro-5-trifluoromethyl-pyridin-2-yl)-cyclopropyl]-methylideneamide (step 3) was dissolved in 12 ml of dichloromethane and cooled to −48° C. 0.78 ml of methylmagnesium bromide (3M solution in diethyl ether) was added dropwise at −48° C. The reaction mixture was left to warm to ambient temperature and stirred for 18 hours. Then the mixture was poured into 30 ml of a saturated aqueous ammonium chloride solution. The aqueous phase was extracted wi... Reactants: CCOC(C)=O, Cc1ccccc1C(=O)Nc1ccc(C(=O)N2Cc3cccn3Cc3ccccc32)cc1, CCCCCC, O=C1CCC(=O)N1Cl, C1CCOC1. Yields the product Cc1ccccc1C(=O)Nc1ccc(C(=O)N2Cc3ccc(Cl)n3Cc3ccccc32)cc1. As a reaction SMILES: [C:47]([O:48][CH2:49][CH3:50])(=[O:51])[CH3:52].[CH3:1][c:2]1[c:3]([C:4](=[O:5])[NH:6][c:7]2[cH:8][cH:9][c:10]([C:13](=[O:14])[N:15]3[CH2:16][c:17]4[n:18]([cH:26][cH:27][cH:28]4)[CH2:19][c:20]4[c:21]3[cH:22][cH:23][cH:24][cH:25]4)[cH:11][cH:12]2)[cH:29][cH:30][cH:31][cH:32]1.[CH3:41][CH2:42][CH2:43][CH2:44][CH2:45][CH3:46].[Cl:33][N:34]1[C:35](=[O:36])[CH2:37][CH2:38][C:39]1=[O:40].[O:53]1[CH2:54][CH2:55][CH2:56][CH2:57]1>>[CH3:1][c:2]1[c:3]([C:4](=[O:5])[NH:6][c:7]2[cH:8][cH:9][c:10]([C:13](=[O:14])[N:15]3[CH2:16][c:17]4[n:18]([c:26]([Cl:33])[cH:27][cH:28]4)[CH2:19][c:20]4[c:21]3[cH:22][cH:23][cH:24][cH:25]4)[cH:11][cH:12]2)[cH:29][cH:30][cH:31][cH:32]1.